Dataset: the Open Reaction Database (ORD), a public repository of structured organic reaction records. Task: describe an organic reaction: reactants, conditions, products, and yield Starting materials: CC1OC=2C(C1)=C(C=CC2[N+](=O)[O-])C(=O)OC (methyl 2-methyl-7-nitro-2,3-dihydrobenzofuran-4-carboxylate), [H][H] (hydrogen). Reagents/catalysts: [Pd] (palladium/carbon). Run in CO (methanol). Reaction conditions: time 12 hour. Yields the product NC=1C=CC(=C2CC(OC21)C)C(=O)OC (methyl 7-amino-2-methyl-2,3-dihydrobenzofuran-4-carboxylate). Isolated yield 91.9%. RXN SMILES: [CH3:1][CH:2]1[CH2:6][C:5]2=[C:7]([C:14]([O:16][CH3:17])=[O:15])[CH:8]=[CH:9][C:10]([N+:11]([O-])=O)=[C:4]2[O:3]1.[H][H]>CO.[Pd]>[NH2:11][C:10]1[CH:9]=[CH:8][C:7]([C:14]([O:16][CH3:17])=[O:15])=[C:5]2[C:4]=1[O:3][CH:2]([CH3:1])[CH2:6]2. Procedure: Methyl 2-methyl-7-nitro-2,3-dihydrobenzofuran-4-carboxylate 30a (100 mg, 0.42 mmol) was dissolved in 20 mL of methanol followed by the addition of palladium/carbon (10 mg, 10%), filled with hydrogen for three times. The reaction solution was stirred for 12 hours and filtered. The filtrate was concentrated under reduced pressure to obtain the title compound methyl 7-amino-2-methyl-2,3-dihydrobenzofuran-4-carboxylate 30b (80 mg, yield: 91.0%) as a colorless oil liquid. The reactants are [Li+], CC(C)(C)OC(=O)C1CCC2CC1C(=O)O2, [OH-]. RXN SMILES: [Li+:18].[O:1]=[C:2]1[O:3][CH:4]2[CH2:5][CH2:6][CH:7]([C:10](=[O:11])[O:12][C:13]([CH3:14])([CH3:15])[CH3:16])[CH:8]1[CH2:9]2.[OH-:17]>>[O:1]=[C:2]([CH:8]1[CH:7]([C:10](=[O:11])[O:12][C:13]([CH3:14])([CH3:15])[CH3:16])[CH2:6][CH2:5][CH:4]([OH:3])[CH2:9]1)[OH:17]. Product: CC(C)(C)OC(=O)C1CCC(O)CC1C(=O)O. Reactants: three, [OH-].[K+] (potassium hydroxide), CSCCC=O (Methional), C(C1=CC=CC=C1)=O (Benzaldehyde). The solvent is CO (methanol). Conditions: time 1 hour. The product is CSCC(C=O)=CC1=CC=CC=C1 (2-[(METHYLTHIO)METHYL]-3-PHENYL-2-PROPENAL). Isolated yield 33.7%. As a reaction SMILES: [OH-].[K+].[CH:3](=O)[C:4]1[CH:9]=[CH:8][CH:7]=[CH:6][CH:5]=1.[CH3:11][S:12][CH2:13][CH2:14][CH:15]=[O:16]>CO>[CH3:11][S:12][CH2:13][C:14](=[CH:3][C:4]1[CH:9]=[CH:8][CH:7]=[CH:6][CH:5]=1)[CH:15]=[O:16] |f:0.1|. Procedure: Into a 100 ml three necked reaction flask equipped with stirrer, thermometer and addition funnel is charged a solution of 0.5 grams of potassium hydroxide in 10 ml methanol. Benzaldehyde (10.0 grams) is added as the mixture is cooled to 5°-10° C. Methional (10.0 grams) is then added dropwise while maintaining the reaction temperature at 5°-10° C. The mixture is then allowed to warm to room temperature and stirred for a period of 1 hour. Most of the solvent is evaporated at reduced pressure and t... Reactants: CCOC(C)=O, CC(C)OC(=O)N=NC(=O)OC(C)C, C1CCOC1, OCCN(CCc1ccccc1)C(=S)NCCCc1ccncc1, c1ccc(P(c2ccccc2)c2ccccc2)cc1. The product is S=C1N(CCCc2ccncc2)CCN1CCc1ccccc1. Reaction SMILES: [CH3:58][CH2:59][O:60][C:61](=[O:62])[CH3:63].[O:44]=[C:45]([O:46][CH:47]([CH3:48])[CH3:49])[N:50]=[N:51][C:52]([O:53][CH:54]([CH3:55])[CH3:56])=[O:57].[O:64]1[CH2:65][CH2:66][CH2:67][CH2:68]1.[OH:1][CH2:2][CH2:3][N:4]([C:5](=[S:6])[NH:7][CH2:8][CH2:9][CH2:10][c:11]1[cH:12][cH:13][n:14][cH:15][cH:16]1)[CH2:17][CH2:18][c:19]1[cH:20][cH:21][cH:22][cH:23][cH:24]1.[c:25]1([P:26]([c:27]2[cH:28][cH:29][cH:30][cH:31][cH:32]2)[c:33]2[cH:34][cH:35][cH:36][cH:37][cH:38]2)[cH:39][cH:40][cH:41][cH:42][cH:43]1>>[CH2:2]1[CH2:3][N:4]([CH2:17][CH2:18][c:19]2[cH:20][cH:21][cH:22][cH:23][cH:24]2)[C:5](=[S:6])[N:7]1[CH2:8][CH2:9][CH2:10][c:11]1[cH:12][cH:13][n:14][cH:15][cH:16]1.